This data is from the Open Reaction Database (ORD), a public repository of structured organic reaction records. The task is: describe an organic reaction: reactants, conditions, products, and yield Reactants: CC(=O)O, O=[Cr](=O)(O)O, CC1(C)Cc2c(F)cccc2C(c2cnc3ccccc3c2)=N1, [Na+], [Na+], [Na+], O, O=C([O-])O, O=S([O-])[O-]. The product is CC1(C)N=C(c2cnc3ccccc3c2)c2cccc(F)c2C1=O. Reaction SMILES: [CH3:41][C:42](=[O:43])[OH:44].[Cr:1]([OH:2])([OH:3])(=[O:4])=[O:5].[F:6][c:7]1[c:8]2[c:13]([cH:14][cH:15][cH:16]1)[C:12]([c:17]1[cH:18][n:19][c:20]3[cH:21][cH:22][cH:23][cH:24][c:25]3[cH:26]1)=[N:11][C:10]([CH3:27])([CH3:28])[CH2:9]2.[Na+:33].[Na+:34].[Na+:35].[OH2:40].[OH:36][C:37](=[O:38])[O-:39].[S:29](=[O:30])([O-:31])[O-:32]>>[F:6][c:7]1[c:8]2[c:13]([cH:14][cH:15][cH:16]1)[C:12]([c:17]1[cH:18][n:19][c:20]3[cH:21][cH:22][cH:23][cH:24][c:25]3[cH:26]1)=[N:11][C:10]([CH3:27])([CH3:28])[C:9]2=[O:30]. Starting materials: O=C([O-])[O-], COc1cc2c(Cl)ncnc2cc1OCCCN(C)S(C)(=O)=O, [K+], [K+], CN(C)C=O, Oc1ccc2[nH]ccc2c1. Product: COc1cc2c(Oc3ccc4[nH]ccc4c3)ncnc2cc1OCCCN(C)S(C)(=O)=O. As a reaction SMILES: [C:24](=[O:25])([O-:26])[O-:27].[Cl:1][c:2]1[n:3][cH:4][n:5][c:6]2[cH:7][c:8]([O:14][CH2:15][CH2:16][CH2:17][N:18]([S:19](=[O:20])(=[O:21])[CH3:22])[CH3:23])[c:9]([O:12][CH3:13])[cH:10][c:11]12.[K+:28].[K+:29].[O:40]=[CH:41][N:42]([CH3:43])[CH3:44].[OH:30][c:31]1[cH:32][c:33]2[cH:34][cH:35][nH:36][c:37]2[cH:38][cH:39]1>>[c:2]1([O:30][c:31]2[cH:32][c:33]3[cH:34][cH:35][nH:36][c:37]3[cH:38][cH:39]2)[n:3][cH:4][n:5][c:6]2[cH:7][c:8]([O:14][CH2:15][CH2:16][CH2:17][N:18]([S:19](=[O:20])(=[O:21])[CH3:22])[CH3:23])[c:9]([O:12][CH3:13])[cH:10][c:11]12. Starting materials: O=C([O-])[O-], COc1ccnc(COC(C)=O)c1Cl, CO, [K+], [K+]. Yields the product COc1ccnc(CO)c1Cl. RXN SMILES: [C:15](=[O:16])([O-:17])[O-:18].[C:1](=[O:2])([CH3:3])[O:4][CH2:5][c:6]1[n:7][cH:8][cH:9][c:10]([O:13][CH3:14])[c:11]1[Cl:12].[CH3:21][OH:22].[K+:19].[K+:20]>>[OH:4][CH2:5][c:6]1[n:7][cH:8][cH:9][c:10]([O:13][CH3:14])[c:11]1[Cl:12].